This data is from the Open Reaction Database (ORD), a public repository of structured organic reaction records. The task is: describe an organic reaction: reactants, conditions, products, and yield The reactants are CC(C)(C)OC(=O)NC(Cc1ccccc1)Cc1ccc(N2CC(=O)N(CC[Si](C)(C)C)S2(=O)=O)c(OCc2ccccc2)c1, CC(C)(C)OC(=O)NC(Cc1ccccc1)Cc1ccc(N2CC(=O)NS2(=O)=O)c(O)c1, ClCCl, O=C(O)C(F)(F)F. The product is C[Si](C)(C)CCN1C(=O)CN(c2ccc(CC(N)Cc3ccccc3)cc2OCc2ccccc2)S1(=O)=O. As a reaction SMILES: [C:1]([O:2][C:3](=[O:4])[NH:7][CH:8]([CH2:9][c:10]1[cH:11][c:12]([O:30][CH2:31][c:32]2[cH:33][cH:34][cH:35][cH:36][cH:37]2)[c:13]([N:16]2[S:17](=[O:28])(=[O:29])[N:18]([CH2:22][CH2:23][Si:24]([CH3:25])([CH3:26])[CH3:27])[C:19](=[O:21])[CH2:20]2)[cH:14][cH:15]1)[CH2:38][c:39]1[cH:40][cH:41][cH:42][cH:43][cH:44]1)([CH3:5])([CH3:6])[CH3:45].[C:46]([O:47][C:48](=[O:49])[NH:50][CH:51]([CH2:52][c:53]1[cH:54][cH:55][cH:56][cH:57][cH:58]1)[CH2:59][c:60]1[cH:61][cH:62][c:63]([N:64]2[CH2:65][C:66](=[O:67])[NH:68][S:69]2(=[O:70])=[O:71])[c:72]([OH:73])[cH:74]1)([CH3:75])([CH3:76])[CH3:77].[CH2:85]([Cl:86])[Cl:87].[F:78][C:79]([F:80])([F:81])[C:82]([OH:83])=[O:84]>>[NH2:7][CH:8]([CH2:9][c:10]1[cH:11][c:12]([O:30][CH2:31][c:32]2[cH:33][cH:34][cH:35][cH:36][cH:37]2)[c:13]([N:16]2[S:17](=[O:28])(=[O:29])[N:18]([CH2:22][CH2:23][Si:24]([CH3:25])([CH3:26])[CH3:27])[C:19](=[O:21])[CH2:20]2)[cH:14][cH:15]1)[CH2:38][c:39]1[cH:40][cH:41][cH:42][cH:43][cH:44]1. Reactants: CCO, O=C1NC(=O)c2cc(Cl)ccc21, NN, O, O. The product is NN1C(=O)c2ccc(Cl)cc2C1=O. RXN SMILES: [CH3:17][CH2:18][OH:19].[Cl:1][c:2]1[cH:3][c:4]2[c:5]([cH:11][cH:12]1)[C:6](=[O:7])[NH:8][C:9]2=[O:10].[NH2:14][NH2:15].[OH2:13].[OH2:16]>>[Cl:1][c:2]1[cH:3][c:4]2[c:5]([cH:11][cH:12]1)[C:6](=[O:7])[N:8]([NH2:14])[C:9]2=[O:10]. Procedure details: The title compound was prepared by following the procedure for INTERMEDIATE 13 Step H, except that the reagent (S)-((3R,3aR,6R,6aR)-6-hydroxyhexahydrofuro[3,2-b]furan-3-yl)5,6bis(nitrooxy)hexanoate was replaced by (3R,3aS,6R,6aR)-6-hydroxyhexahydrofuro[3,2-b]furan-3-yl nitrate. 1H-NMR (300 MHz, CDCl3); δ 8.37-8.21 (2H, m), 7.46-7.33 (2H, m), 5.41-5.29 (1H, m), 5.20-5.05 (1H, m), 4.97-4.75 (2H, m), 4.25-3.91 (4H, m). Reactants: Cl.[N+](=O)(OC1CCNCC1)[O-] (Piperidin-4-yl nitrate hydrochloride), O[C@@H]1CO[C@H]2[C@@H]1OC[C@H]2OC(CCC[C@@H](CO[N+](=O)[O-])O[N+](=O)[O-])=O ((S)-((3R,3aR,6R,6aR)-6-hydroxyhexahydrofuro[3,2-b]furan-3-yl)5,6bis(nitrooxy)hexanoate), [N+](=O)(O[C@H]1[C@@H]2[C@H](OC1)[C@@H](CO2)O)[O-] ((3R,3aS,6R,6aR)-6-hydroxyhexahydrofuro[3,2-b]furan-3-yl nitrate). The product is C(O[C@H]1[C@@H]2[C@H](OC1)[C@@H](CO2)O[N+](=O)[O-])(OC2=CC=C(C=C2)[N+](=O)[O-])=O ((3R,3aR,6R,6aS)-6-(nitrooxy)hexahydrofuro[3,2-b]furan-3-yl 4-nitrophenyl carbonate). As a reaction SMILES: Cl.[N+:2]([O-])([O:4]C1CCNCC1)=[O:3].O[C@H:13]1[C@H:17]2O[CH2:19][C@@H:20]([O:21][C:22](=[O:36])CCC[C@H](O[N+]([O-])=O)CO[N+]([O-])=O)[C@H:16]2O[CH2:14]1.[N+:37]([O-:49])([O:39][C@@H:40]1[CH2:44][O:43][C@@H:42]2[C@H:45]([OH:48])[CH2:46][O:47][C@H:41]12)=[O:38]>>[C:22](=[O:36])([O:21][C:20]1[CH:19]=[CH:14][C:13]([N+:2]([O-:4])=[O:3])=[CH:17][CH:16]=1)[O:48][C@@H:45]1[CH2:46][O:47][C@@H:41]2[C@H:40]([O:39][N+:37]([O-:49])=[O:38])[CH2:44][O:43][C@H:42]12 |f:0.1|. The reactants are C(C)(C)(C)OC(=O)N1CCC(CC1)C=1N(N=C2CCCCC12)CC(F)(F)F (1-tert-Butoxycarbonyl-4-(2-(2,2,2-trifluoroethyl)-4,5,6,7-tetrahydro-(2H)-indazol-3-yl)piperidine), FC(C(=O)O)(F)F (trifluoroacetic acid). The solvent is C(Cl)Cl (CH2Cl2). Product: FC(CN1N=C2CCCCC2=C1C1CCNCC1)(F)F (4-(2-(2,2,2-Trifluoroethyl)-4,5,6,7-tetrahydro-(2H)-indazol-3-yl)piperidine). RXN SMILES: C(OC([N:8]1[CH2:13][CH2:12][CH:11]([C:14]2[N:15]([CH2:23][C:24]([F:27])([F:26])[F:25])[N:16]=[C:17]3[C:22]=2[CH2:21][CH2:20][CH2:19][CH2:18]3)[CH2:10][CH2:9]1)=O)(C)(C)C.FC(F)(F)C(O)=O>C(Cl)Cl>[F:27][C:24]([F:25])([F:26])[CH2:23][N:15]1[C:14]([CH:11]2[CH2:10][CH2:9][NH:8][CH2:13][CH2:12]2)=[C:22]2[C:17]([CH2:18][CH2:19][CH2:20][CH2:21]2)=[N:16]1. Reported procedure: A solution of 500 mg (1.3 mmol) of 1-tert-butoxycarbonyl-4-(2-(2,2,2-trifluoroethyl)-4,5,6,7-tetrahydro-(2H)-indazol-3-yl)piperidine (from Step B) in 4.1 mL of CH2Cl2 at 0° C. was treated with 2.7 mL of trifluoroacetic acid. After 30 min volatiles were removed under reduced pressure. The residue was partitioned between 25 mL of CH2Cl2 and 25 mL of 1 N NaOH. After separating phases, the aqueous layer was extracted with 25 mL of 1 N NaOH. The combined organic layers were dried over Na2SO4 and conc... Reactants: Cl.Cl.ONC(=N)C1=C2CCC(C2=CC=C1)=NN1C(=NC(=C1)C1=CC=C(C=C1)F)N (1-[4-(N-hydroxyamidino)-2,3-dihydro-1H-inden-1-ylideneamino]-2-amino-4-(4-fluorophenyl)-imidazole dihydrochloride). Reagents/catalysts: [Ni] (Raney nickel). Run in CO.O (methanol water). Product: Cl.Cl.C(N)(=N)C1=C2CCC(C2=CC=C1)=NN1C(=NC(=C1)C1=CC=C(C=C1)F)N (1-[4-(Amidino)-2,3-dihydro-1H-inden-1-ylideneamino]-2-amino-4-(4-fluoro-phenyl)-imidazole dihydrochloride). RXN SMILES: [ClH:1].Cl.O[NH:4][C:5]([C:7]1[CH:15]=[CH:14][CH:13]=[C:12]2[C:8]=1[CH2:9][CH2:10][C:11]2=[N:16][N:17]1[CH:21]=[C:20]([C:22]2[CH:27]=[CH:26][C:25]([F:28])=[CH:24][CH:23]=2)[N:19]=[C:18]1[NH2:29])=[NH:6]>[Ni].CO.O>[ClH:1].[ClH:1].[C:5]([C:7]1[CH:15]=[CH:14][CH:13]=[C:12]2[C:8]=1[CH2:9][CH2:10][C:11]2=[N:16][N:17]1[CH:21]=[C:20]([C:22]2[CH:23]=[CH:24][C:25]([F:28])=[CH:26][CH:27]=2)[N:19]=[C:18]1[NH2:29])(=[NH:4])[NH2:6] |f:0.1.2,4.5,6.7.8|. Procedure details: Analogously to Example 2, 0.25 g of Raney nickel is added to a solution of 1.0 g (2.105 mmol) of 1-[4-(N-hydroxyamidino)-2,3-dihydro-1H-inden-1-ylideneamino]-2-amino-4-(4-fluorophenyl)-imidazole dihydrochloride in 70 ml of methanol/water (1:1), and hydrogenation is carried out at room temperature and under normal pressure until the absorption of hydrogen has ceased. The reaction mixture is then filtered, the filtrate is acidified to pH 3 with 3N methanolic hydrochloric acid, and concentration is... Reactants: CC(=O)O[BH-](OC(C)=O)OC(C)=O, C=CC=CC(C)C(OC(N)=O)C(C)C(O[Si](C)(C)C(C)(C)C)C(C)CC(C)=CC(C)C(O[Si](C)(C)C(C)(C)C)C(C)C=CC(O)CC(=O)CCCC(=O)OCC, C[N+](C)(C)C, CC(=O)O, CC#N. The product is C=CC=CC(C)C(OC(N)=O)C(C)C(O[Si](C)(C)C(C)(C)C)C(C)CC(C)=CC(C)C(O[Si](C)(C)C(C)(C)C)C(C)C=CC(O)CC(O)CCCC(=O)OCC. RXN SMILES: [C:1]([O:2][BH-:3]([O:4][C:5](=[O:6])[CH3:7])[O:8][C:9](=[O:10])[CH3:11])(=[O:12])[CH3:13].[CH2:23]([CH3:24])[O:25][C:26]([CH2:27][CH2:28][CH2:29][C:30]([CH2:31][CH:32]([CH:33]=[CH:34][CH:35]([CH:36]([CH:37]([CH:38]=[C:39]([CH2:40][CH:41]([CH:42]([CH:43]([CH:44]([CH:45]([CH:46]=[CH:47][CH:48]=[CH2:49])[CH3:50])[O:51][C:52](=[O:53])[NH2:54])[CH3:55])[O:56][Si:57]([CH3:58])([CH3:59])[C:60]([CH3:61])([CH3:62])[CH3:63])[CH3:64])[CH3:65])[CH3:66])[O:67][Si:68]([CH3:69])([CH3:70])[C:71]([CH3:72])([CH3:73])[CH3:74])[CH3:75])[OH:76])=[O:77])=[O:78].[CH3:14][N+:15]([CH3:16])([CH3:17])[CH3:18].[CH3:19][C:20](=[O:21])[OH:22].[CH3:79][C:80]#[N:81]>>[CH2:23]([CH3:24])[O:25][C:26]([CH2:27][CH2:28][CH2:29][CH:30]([CH2:31][CH:32]([CH:33]=[CH:34][CH:35]([CH:36]([CH:37]([CH:38]=[C:39]([CH2:40][CH:41]([CH:42]([CH:43]([CH:44]([CH:45]([CH:46]=[CH:47][CH:48]=[CH2:49])[CH3:50])[O:51][C:52](=[O:53])[NH2:54])[CH3:55])[O:56][Si:57]([CH3:58])([CH3:59])[C:60]([CH3:61])([CH3:62])[CH3:63])[CH3:64])[CH3:65])[CH3:66])[O:67][Si:68]([CH3:69])([CH3:70])[C:71]([CH3:72])([CH3:73])[CH3:74])[CH3:75])[OH:76])[OH:77])=[O:78]. Reactants: N1=C(F)N=C(F)N=C1F (cyanuric fluoride), 60, NC=1C(=C(C=C(C1)S(=O)(=O)O)N=NC(=NNC1=C(C=CC(=C1)S(=O)(=O)O)C(=O)O)C1=CC=CC=C1)O (5-amino-3-[3-phenyl-5-(2-carboxy-5-sulfophenyl)-1-formazano]-4-hydroxy-benzenesulfonic acid), P(=O)(O)([O-])[O-].[Na+].[Na+] (disodium hydrogen phosphate), [OH-].[Na+] (sodium hydroxide). Product: FC1=NC(=NC(=N1)F)NC=1C(=C(C=C(C1)S(=O)(=O)O)N=NC(=NNC1=C(C=CC(=C1)S(=O)(=O)O)C(=O)O)C1=CC=CC=C1)O (5-[4,6-difluoro-1,3,5-triazin-2-ylamino]-3-[3-phenyl-5-(2-carboxy-5-sulfophenyl)-1-formazano]4-hydroxybenzenesulfonic acid). Reaction SMILES: [N:1]1[C:8]([F:9])=[N:7][C:5](F)=[N:4][C:2]=1[F:3].[NH2:10][C:11]1[C:12]([OH:45])=[C:13]([N:21]=[N:22][C:23]([C:39]2[CH:44]=[CH:43][CH:42]=[CH:41][CH:40]=2)=[N:24][NH:25][C:26]2[CH:31]=[C:30]([S:32]([OH:35])(=[O:34])=[O:33])[CH:29]=[CH:28][C:27]=2[C:36]([OH:38])=[O:37])[CH:14]=[C:15]([S:17]([OH:20])(=[O:19])=[O:18])[CH:16]=1.P([O-])([O-])(O)=O.[Na+].[Na+].[OH-].[Na+]>>[F:9][C:8]1[N:1]=[C:2]([F:3])[N:4]=[C:5]([NH:10][C:11]2[C:12]([OH:45])=[C:13]([N:21]=[N:22][C:23]([C:39]3[CH:40]=[CH:41][CH:42]=[CH:43][CH:44]=3)=[N:24][NH:25][C:26]3[CH:31]=[C:30]([S:32]([OH:35])(=[O:33])=[O:34])[CH:29]=[CH:28][C:27]=3[C:36]([OH:38])=[O:37])[CH:14]=[C:15]([S:17]([OH:20])(=[O:19])=[O:18])[CH:16]=2)[N:7]=1 |f:2.3.4,5.6|. Procedure: 14 parts of cyanuric fluoride are added dropwise to a neutral solution of 60 parts of the copper complex of 5-amino-3-[3-phenyl-5-(2-carboxy-5-sulfophenyl)-1-formazano]-4-hydroxy-benzenesulfonic acid and 5 parts of disodium hydrogen phosphate in 500 parts of at a temperature below 2° C., the pH being kept constant by addition of sodium hydroxide solution. A solution of 5-[4,6-difluoro-1,3,5-triazin-2-ylamino]-3-[3-phenyl-5-(2-carboxy-5-sulfophenyl)-1-formazano]4-hydroxybenzenesulfonic acid is ob... The reactants are Cl (hydrochloric acid), Cl (hydrochloric acid), [Cl-].[NH4+] (ammonium chloride), C(C=C)Br (allyl bromide), [BH4-].[Na+] (sodium borohydride), C(CCC)[Li] (n-butyllithium), [H-].[Na+] (Sodium hydride), O=C(CC(=O)OCC)CCC (ethyl 3-oxohexanoate). The solvent is O1CCCC1 (tetrahydrofuran). Conditions: time 10 minute. Product: C(C)C(C(CC(=O)OCC)O)CC=C (Ethyl 4-ethyl-3-hydroxyhept-6-enoate). As a reaction SMILES: [H-].[Na+].[O:3]=[C:4]([CH2:11][CH2:12][CH3:13])[CH2:5][C:6]([O:8][CH2:9][CH3:10])=[O:7].[CH2:14]([Li])[CH2:15][CH2:16]C.C(Br)C=C.Cl.[Cl-].[NH4+].[BH4-].[Na+]>O1CCCC1>[CH2:12]([CH:11]([CH2:16][CH:15]=[CH2:14])[CH:4]([OH:3])[CH2:5][C:6]([O:8][CH2:9][CH3:10])=[O:7])[CH3:13] |f:0.1,6.7,8.9|. Procedure details: Sodium hydride (>63% oil, 2.09 g, 55 mmol) was added to a tetrahydrofuran solution (50 mL) of ethyl 3-oxohexanoate (7.91 g, 50 mmol) under ice cooling, and the mixture was stirred in this state for 10 minutes. To the reaction solution, n-butyllithium (1.58 M hexane solution, 34.8 mL, 55 mmol) was added dropwise, and the mixture was further stirred for 10 minutes under ice cooling. Then, allyl bromide (4.7 mL, 55 mmol) was added thereto, and the mixture was stirred in this state for 1 hour and th...